Dataset: the Open Reaction Database (ORD), a public repository of structured organic reaction records. Task: describe an organic reaction: reactants, conditions, products, and yield Starting materials: S(=O)([O-])[O-].[Na+].[Na+] (Sodium sulfite), C([O-])(O)=O.[Na+] (sodium bicarbonate), C(#N)C=1C=CC(=C(C1)S(=O)(=O)Cl)[C@H]1N(C(N(C(=C1C#N)C)C1=CC(=CC=C1)C(F)(F)F)=O)C (5-Cyano-2-{(4S)-5-cyano-3,6-dimethyl-2-oxo-1-[3-(trifluoromethyl)phenyl]-1,2,3,4-tetrahydropyrimidin-4-yl}benzenesulfonyl chloride). Run in O (water), C1CCOC1 (THF). Run at time 1 hour. Yields the product C(#N)C=1C=CC(=C(C1)S(=O)[O-])[C@H]1N(C(N(C(=C1C#N)C)C1=CC(=CC=C1)C(F)(F)F)=O)C.[Na+] (Sodium 5-cyano-2-{(4S)-5-cyano-3,6-dimethyl-2-oxo-1-[3-(trifluoromethyl)phenyl]-1,2,3,4-tetrahydropyrimidin-4-yl}benzenesulfinate). RXN SMILES: [C:1]([C:3]1[CH:4]=[CH:5][C:6]([C@@H:13]2[C:18]([C:19]#[N:20])=[C:17]([CH3:21])[N:16]([C:22]3[CH:27]=[CH:26][CH:25]=[C:24]([C:28]([F:31])([F:30])[F:29])[CH:23]=3)[C:15](=[O:32])[N:14]2[CH3:33])=[C:7]([S:9](Cl)(=[O:11])=[O:10])[CH:8]=1)#[N:2].S([O-])([O-])=O.[Na+:38].[Na+].C(=O)(O)[O-].[Na+]>C1COCC1.O>[C:1]([C:3]1[CH:4]=[CH:5][C:6]([C@@H:13]2[C:18]([C:19]#[N:20])=[C:17]([CH3:21])[N:16]([C:22]3[CH:27]=[CH:26][CH:25]=[C:24]([C:28]([F:30])([F:31])[F:29])[CH:23]=3)[C:15](=[O:32])[N:14]2[CH3:33])=[C:7]([S:9]([O-:11])=[O:10])[CH:8]=1)#[N:2].[Na+:38] |f:1.2.3,4.5,8.9|. Reported procedure: 5-Cyano-2-{(4S)-5-cyano-3,6-dimethyl-2-oxo-1-[3-(trifluoromethyl)phenyl]-1,2,3,4-tetrahydropyrimidin-4-yl}benzenesulfonyl chloride (600 mg) was dissolved in THF (4.25 ml). Sodium sulfite (195 mg, 1.55 mmol; 1.5 eq.) and sodium bicarbonate (303 mg, 3.61 mmol; 3.5 eq.), dissolved in water (1.7 ml), were then added. The mixture was stirred at RT for 1 h. The reaction solution was then lyophilized directly. This gave a solid as product (962 mg, 58% of theory, purity 32%) which was used without furth... Starting materials: I.ClC=1N=CN(C1)C1=C(C=C(C=C1)NC(=N)SC)OC (Methyl 4-(4-chloro-1H-imidazol-1-yl)-3-methoxyphenylcarbamimidothioate, hydroiodide), ClCCCCC(C(=O)O)C1=C(C=C(C=C1)Cl)Cl (6-chloro-2-(2,4-dichlorophenyl)hexanoic acid), NN (hydrazine). Yields the product ClCCCCC(C1=C(C=C(C=C1)Cl)Cl)C1=NC(=NN1)NC1=CC(=C(C=C1)N1C=NC(=C1)Cl)OC (5-(5-chloro-1-(2,4-dichlorophenyl)pentyl)-N-(4-(4-chloro-1H-imidazol-1-yl)-3-methoxyphenyl)-1H-1,2,4-triazol-3-amine). The yield is 16.0%. RXN SMILES: I.[Cl:2][C:3]1[N:4]=[CH:5][N:6]([C:8]2[CH:13]=[CH:12][C:11]([NH:14][C:15](SC)=[NH:16])=[CH:10][C:9]=2[O:19][CH3:20])[CH:7]=1.[Cl:21][CH2:22][CH2:23][CH2:24][CH2:25][CH:26]([C:30]1[CH:35]=[CH:34][C:33]([Cl:36])=[CH:32][C:31]=1[Cl:37])[C:27](O)=O.[NH2:38][NH2:39]>>[Cl:21][CH2:22][CH2:23][CH2:24][CH2:25][CH:26]([C:27]1[NH:39][N:38]=[C:15]([NH:14][C:11]2[CH:12]=[CH:13][C:8]([N:6]3[CH:7]=[C:3]([Cl:2])[N:4]=[CH:5]3)=[C:9]([O:19][CH3:20])[CH:10]=2)[N:16]=1)[C:30]1[CH:35]=[CH:34][C:33]([Cl:36])=[CH:32][C:31]=1[Cl:37] |f:0.1|. Procedure: Methyl 4-(4-chloro-1H-imidazol-1-yl)-3-methoxyphenylcarbamimidothioate, hydroiodide (500 mg, 1.685 mmol, from preparation A) and 6-chloro-2-(2,4-dichlorophenyl)hexanoic acid (498 mg, 1.685 mmol, from preparation AG) were coupled and then reacted with hydrazine (0.212 mL, 6.74 mmol) using a procedure analogous to Step A of Example 13. The crude products were purified using silica gel chromatography (40-100% ethyl acetate/chloroform) to afford 5-(5-chloro-1-(2,4-dichlorophenyl)pentyl)-N-(4-(4-chlo... Starting materials: N1(N=CN=C1)C[C@@H]1C[C@@H](CC1)NCC(=O)N1[C@@H](C[C@@H](C1)F)C#N ((2S,4S)-1-{2-[(3S,1R)-3-(1H-1,2,4-Triazol-1-ylmethyl)cyclopentylamino]acetyl}-4-fluoropyrrolidine-2-carbonitrile), Cl (HCl). The solvent is CCOC(=O)C (EtOAc), CCOC(=O)C (EtOAc). Conditions: time 30 minute. Yields the product Cl.N1(N=CN=C1)C[C@@H]1C[C@@H](CC1)NCC(=O)N1[C@@H](C[C@@H](C1)F)C#N ((2S,4S)-1-{2-[(3S,1R)-3-(1H-1,2,4-Triazol-1-ylmethyl)cyclopentylamino]acetyl}-4-fluoropyrrolidine-2-carbonitrile hydrochloride). As a reaction SMILES: [N:1]1([CH2:6][C@H:7]2[CH2:11][CH2:10][C@@H:9]([NH:12][CH2:13][C:14]([N:16]3[CH2:20][C@@H:19]([F:21])[CH2:18][C@H:17]3[C:22]#[N:23])=[O:15])[CH2:8]2)[CH:5]=[N:4][CH:3]=[N:2]1.[ClH:24]>CCOC(C)=O>[ClH:24].[N:1]1([CH2:6][C@H:7]2[CH2:11][CH2:10][C@@H:9]([NH:12][CH2:13][C:14]([N:16]3[CH2:20][C@@H:19]([F:21])[CH2:18][C@H:17]3[C:22]#[N:23])=[O:15])[CH2:8]2)[CH:5]=[N:4][CH:3]=[N:2]1 |f:3.4|. Reported procedure: To a stirred solution of Example 42 (250 mg, 0.80 mmol) in EtOAc (3 ml) was added a saturated solution of dry HCl in EtOAc (2 ml). This solution was stirred at RT for 30 min to result a white precipitate. The product was collected by filtration and dried under vacuum to give 279 mg of the product as a white solid; 1H NMR (D2O, 300 MHz) δ 1.41-1.62 (m, 2H), 1.75-1.87 (m, 2H), 2.02-2.17 (m, 2H), 2.27-2.74 (m, 4H), 3.67-4.20 (m, 4H), 4.41 (d, J=6.9 Hz, 2H), 5.00-5.15 (m, 1H), 5.43-5.60 (m, 1H), 8.5... Yields the product CC(C)c1n[nH]c(C(N)=O)c1[N+](=O)[O-]. RXN SMILES: [CH3:21][N:22]([CH3:23])[CH:24]=[O:25].[CH:1]([CH3:2])([CH3:3])[c:4]1[c:5]([N+:12](=[O:13])[O-:14])[c:6]([C:9](=[O:10])[OH:11])[nH:7][n:8]1.[Cl:15][C:16]([C:17]([Cl:18])=[O:19])=[O:20].[Cl:26][CH2:27][Cl:28]>>[CH:1]([CH3:2])([CH3:3])[c:4]1[c:5]([N+:12](=[O:13])[O-:14])[c:6]([C:9](=[O:10])[NH2:22])[nH:7][n:8]1. Reactants: CN(C)C=O, CC(C)c1n[nH]c(C(=O)O)c1[N+](=O)[O-], O=C(Cl)C(=O)Cl, ClCCl. The reactants are COc1ccc(N(C)c2nc(CC#N)nc3ccccc23)cc1, CO, ClCCl, Cl. Product: COc1ccc(N(C)c2nc(CCN)nc3ccccc23)cc1. RXN SMILES: [CH3:1][O:2][c:3]1[cH:4][cH:5][c:6]([N:9]([c:10]2[n:11][c:12]([CH2:20][C:21]#[N:22])[n:13][c:14]3[cH:15][cH:16][cH:17][cH:18][c:19]23)[CH3:23])[cH:7][cH:8]1.[CH3:28][OH:29].[Cl:25][CH2:26][Cl:27].[ClH:24]>>[CH3:1][O:2][c:3]1[cH:4][cH:5][c:6]([N:9]([c:10]2[n:11][c:12]([CH2:20][CH2:21][NH2:22])[n:13][c:14]3[cH:15][cH:16][cH:17][cH:18][c:19]23)[CH3:23])[cH:7][cH:8]1. The reactants are C(C)(=O)OCC=1CS[C@H]2N(C1C(=O)O)C(C2NC(C(=NOC)C=2N=C(SC2)NC(C2=CC=CC=C2)(C2=CC=CC=C2)C2=CC=CC=C2)=O)=O (3-acetoxymethyl-7-[2-(2-tritylamino-4-thiazolyl)-2-methoxyiminoacetamido]-3-cephem-4-carboxylic acid), NC=1C=2N(N=C(C1)S)N=NN2 (8-amino-6-mercaptotetrazolo[1,5-b]pyridazine), mercapto. Solvent: C(C)#N (acetonitrile). Conditions: time 16 hour. The product is NC=1C=2N(N=C(C1)SCC=1CS[C@H]3N(C1C(=O)O)C(C3NC(C(=NOC)C=3N=C(SC3)NC(C3=CC=CC=C3)(C3=CC=CC=C3)C3=CC=CC=C3)=O)=O)N=NN2 (3-[(8-amino-6-tetrazolo[1,5-b]pyridazinyl)-thiomethyl]-7-[2-(2-tritylamino-4-thiazolyl)-2-methoxyiminoacetamido]-3-cephem-4-carboxylic acid). Yield: 80.7%. As a reaction SMILES: C(O[CH2:5][C:6]1[CH2:7][S:8][C@@H:9]2[CH:16]([NH:17][C:18](=[O:48])[C:19]([C:23]3[N:24]=[C:25]([NH:28][C:29]([C:42]4[CH:47]=[CH:46][CH:45]=[CH:44][CH:43]=4)([C:36]4[CH:41]=[CH:40][CH:39]=[CH:38][CH:37]=4)[C:30]4[CH:35]=[CH:34][CH:33]=[CH:32][CH:31]=4)[S:26][CH:27]=3)=[N:20][O:21][CH3:22])[C:15](=[O:49])[N:10]2[C:11]=1[C:12]([OH:14])=[O:13])(=O)C.[NH2:50][C:51]1[C:52]2[N:53]([N:58]=[N:59][N:60]=2)[N:54]=[C:55]([SH:57])[CH:56]=1>C(#N)C>[NH2:50][C:51]1[C:52]2[N:53]([N:58]=[N:59][N:60]=2)[N:54]=[C:55]([S:57][CH2:5][C:6]2[CH2:7][S:8][C@@H:9]3[CH:16]([NH:17][C:18](=[O:48])[C:19]([C:23]4[N:24]=[C:25]([NH:28][C:29]([C:30]5[CH:35]=[CH:34][CH:33]=[CH:32][CH:31]=5)([C:36]5[CH:37]=[CH:38][CH:39]=[CH:40][CH:41]=5)[C:42]5[CH:43]=[CH:44][CH:45]=[CH:46][CH:47]=5)[S:26][CH:27]=4)=[N:20][O:21][CH3:22])[C:15](=[O:49])[N:10]3[C:11]=2[C:12]([OH:14])=[O:13])[CH:56]=1. Reported procedure: To a stirred solution of 3-acetoxymethyl-7-[2-(2-tritylamino-4-thiazolyl)-2-methoxyiminoacetamido]-3-cephem-4-carboxylic acid (0.697 g; 0.001 mole) in anhydrous acetonitrile (50 ml), 8-amino-6-mercaptotetrazolo[1,5-b]pyridazine (0.336 g; 0.002 mole) was added and the resulting slurry was refluxed under a slow stream of nitrogen for 24 hours. Another portion of the mercapto compound (0.168 g; 0.001 mole) was added, and after further 16 hours of stirring at the reflux temperature, the mixture was ... The reactants are C(C)C1=C(N)C(=CC=C1)CC (2,6-Diethylaniline), ClCC1OCCO1 (2-chloromethyl-1,3-dioxolane), C([O-])([O-])=O.[K+].[K+] (potassium carbonate). Solvent: CN(C=O)C (dimethylformamide). Run at time 18 hour. Yields the product O1C(OCC1)CNC1=C(C=CC=C1CC)CC (N-(1,3-dioxolan-2-ylmethyl)-2,6-diethylaniline). RXN SMILES: [CH2:1]([C:3]1[CH:9]=[CH:8][CH:7]=[C:6]([CH2:10][CH3:11])[C:4]=1[NH2:5])[CH3:2].Cl[CH2:13][CH:14]1[O:18][CH2:17][CH2:16][O:15]1.C(=O)([O-])[O-].[K+].[K+]>CN(C)C=O>[O:15]1[CH2:16][CH2:17][O:18][CH:14]1[CH2:13][NH:5][C:4]1[C:6]([CH2:10][CH3:11])=[CH:7][CH:8]=[CH:9][C:3]=1[CH2:1][CH3:2] |f:2.3.4|. Procedure details: 2,6-Diethylaniline (75 grams; 0.5 mole), 2-chloromethyl-1,3-dioxolane (25 grams; 0.2 mole), potassium carbonate (22 grams; 0.2 mole) and dimethylformamide (50 ml) were charged into a glass reaction vessel equipped with a mechanical stirrer, thermometer and reflux condenser. The reaction mixture was heated, with stirring, for a period of about 18 hours. After this time the reaction mixture was filtered and then distilled to yield the desired product N-(1,3-dioxolan-2-ylmethyl)-2,6-diethylaniline. Reactants: Br, CC1(C)CC(c2cccc(C(F)(F)F)c2)c2ccc(OCC#N)cc2O1, CCO. Yields the product Br, CC1(C)CC(c2cccc(C(F)(F)F)c2)c2ccc(OCCN)cc2O1. As a reaction SMILES: [BrH:27].[C:1](#[N:2])[CH2:3][O:4][c:5]1[cH:6][cH:7][c:8]2[c:13]([cH:14]1)[O:12][C:11]([CH3:15])([CH3:16])[CH2:10][CH:9]2[c:17]1[cH:18][c:19]([C:23]([F:24])([F:25])[F:26])[cH:20][cH:21][cH:22]1.[CH3:28][CH2:29][OH:30]>>[BrH:27].[CH2:1]([NH2:2])[CH2:3][O:4][c:5]1[cH:6][cH:7][c:8]2[c:13]([cH:14]1)[O:12][C:11]([CH3:15])([CH3:16])[CH2:10][CH:9]2[c:17]1[cH:18][c:19]([C:23]([F:24])([F:25])[F:26])[cH:20][cH:21][cH:22]1. The reactants are CC(=O)O, C1CCOC1, C[Si](C)(C)[N-][Si](C)(C)C, CO, Fc1ncccc1-c1ncnc2[nH]ccc12, [Li+], Cc1ccc2c(Nc3ccc(C#N)cc3)ncnc2c1N, N. Yields the product Cc1ccc2c(Nc3ccc(C#N)cc3)ncnc2c1Nc1ncccc1-c1ncnc2[nH]ccc12. Reaction SMILES: [C:56]([OH:57])(=[O:58])[CH3:59].[CH2:49]1[O:50][CH2:51][CH2:52][CH2:53]1.[CH3:38][Si:39]([N-:40][Si:41]([CH3:42])([CH3:43])[CH3:44])([CH3:45])[CH3:46].[CH3:54][OH:55].[F:1][c:2]1[n:3][cH:4][cH:5][cH:6][c:7]1-[c:8]1[c:9]2[c:10]([n:11][cH:12][n:13]1)[nH:14][cH:15][cH:16]2.[Li+:47].[NH2:17][c:18]1[c:19]([CH3:37])[cH:20][cH:21][c:22]2[c:23]([NH:28][c:29]3[cH:30][cH:31][c:32]([C:33]#[N:34])[cH:35][cH:36]3)[n:24][cH:25][n:26][c:27]12.[NH3:48]>>[c:2]1([NH:17][c:18]2[c:19]([CH3:37])[cH:20][cH:21][c:22]3[c:23]([NH:28][c:29]4[cH:30][cH:31][c:32]([C:33]#[N:34])[cH:35][cH:36]4)[n:24][cH:25][n:26][c:27]23)[n:3][cH:4][cH:5][cH:6][c:7]1-[c:8]1[c:9]2[c:10]([n:11][cH:12][n:13]1)[nH:14][cH:15][cH:16]2.